This data is from the Open Reaction Database (ORD), a public repository of structured organic reaction records. The task is: describe an organic reaction: reactants, conditions, products, and yield Starting materials: O=C([O-])[O-], CS(C)=O, CC1CCc2c(O)c(F)cc3c(=O)c(C(=O)O)cn1c23, [K+], [K+], CCOS(=O)(=O)OCC. Yields the product CCOc1c(F)cc2c(=O)c(C(=O)O)cn3c2c1CCC3C. Reaction SMILES: [C:21](=[O:22])([O-:23])[O-:24].[CH3:36][S:37](=[O:38])[CH3:39].[F:1][c:2]1[c:3]([OH:20])[c:4]2[c:13]3[n:8]([cH:9][c:10]([C:16](=[O:17])[OH:18])[c:11](=[O:15])[c:12]3[cH:14]1)[CH:7]([CH3:19])[CH2:6][CH2:5]2.[K+:25].[K+:26].[S:27]([O:28][CH2:29][CH3:30])([O:33][CH2:31][CH3:32])(=[O:34])=[O:35]>>[F:1][c:2]1[c:3]([O:20][CH2:31][CH3:32])[c:4]2[c:13]3[n:8]([cH:9][c:10]([C:16](=[O:17])[OH:18])[c:11](=[O:15])[c:12]3[cH:14]1)[CH:7]([CH3:19])[CH2:6][CH2:5]2. The reactants are COC1CCN(CCNc2nc3cc4c(cc3[n+]([O-])n2)CCC4)CC1, CO, CCOC(C)=O, Nc1cc2c(cc1[N+](=O)[O-])CCC2. The product is COC1CCN(CCNc2n[n+]([O-])c3cc4c(cc3[n+]2[O-])CCC4)CC1. As a reaction SMILES: [CH3:1][O:2][CH:3]1[CH2:4][CH2:5][N:6]([CH2:9][CH2:10][NH:11][c:12]2[n:13][n+:14]([O-:25])[c:15]3[c:16]([n:17]2)[cH:18][c:19]2[c:23]([cH:24]3)[CH2:22][CH2:21][CH2:20]2)[CH2:7][CH2:8]1.[CH3:39][OH:40].[CH3:41][CH2:42][O:43][C:44]([CH3:45])=[O:46].[N+:26](=[O:27])([c:28]1[cH:29][c:30]2[c:31]([cH:35][c:36]1[NH2:37])[CH2:32][CH2:33][CH2:34]2)[O-:38]>>[CH3:1][O:2][CH:3]1[CH2:4][CH2:5][N:6]([CH2:9][CH2:10][NH:11][c:12]2[n:13][n+:14]([O-:25])[c:15]3[c:16]([n+:17]2[O-:27])[cH:18][c:19]2[c:23]([cH:24]3)[CH2:22][CH2:21][CH2:20]2)[CH2:7][CH2:8]1. The reactants are ClC=1C2=C(N=CN1)C=CN2 (4-chloro-5H-pyrrolo[3,2-d]pyrimidine), ClC=1C=C(N)C=CC1OCC1=NC=CC=C1 (3-chloro-4-(pyridin-2-ylmethoxy)aniline). Solvent: C(O)([O-])=O.[Na+] (sodium hydrogen carbonate), CN1C(CCC1)=O (1-methyl-2-pyrrolidone). Reaction conditions: temperature 140 celsius, time 2 hour. The product is ClC=1C=C(C=CC1OCC1=NC=CC=C1)NC=1C2=C(N=CN1)C=CN2 (N-[3-chloro-4-(pyridin-2-ylmethoxy)phenyl]-5H -pyrrolo[3,2-d]pyrimidin-4-amine). The yield is 77.6%. As a reaction SMILES: Cl[C:2]1[C:3]2[NH:10][CH:9]=[CH:8][C:4]=2[N:5]=[CH:6][N:7]=1.[Cl:11][C:12]1[CH:13]=[C:14]([CH:16]=[CH:17][C:18]=1[O:19][CH2:20][C:21]1[CH:26]=[CH:25][CH:24]=[CH:23][N:22]=1)[NH2:15]>CN1CCCC1=O.C(=O)([O-])O.[Na+]>[Cl:11][C:12]1[CH:13]=[C:14]([NH:15][C:2]2[C:3]3[NH:10][CH:9]=[CH:8][C:4]=3[N:5]=[CH:6][N:7]=2)[CH:16]=[CH:17][C:18]=1[O:19][CH2:20][C:21]1[CH:26]=[CH:25][CH:24]=[CH:23][N:22]=1 |f:3.4|. Reported procedure: To a solution of 4-chloro-5H-pyrrolo[3,2-d]pyrimidine (63 mg) in 1-methyl-2-pyrrolidone (0.8 mL), was added 3-chloro-4-(pyridin-2-ylmethoxy)aniline (149 mg), and the mixture was heated to 140° C. and stirred for 2 hrs. The reaction mixture was allowed to cool to room temperature, diluted with 5% aqueous sodium hydrogen carbonate solution (20 mL) and extracted with a mixed solvent (25 mL×3) of ethyl acetate/tetrahydrofuran (1/1). The organic layer washed with saturated brine and dried over anhydr... The reactants are O=C([O-])[O-], CN(C)C=O, O=C(Cl)c1ccc(F)cc1Cl, [K+], [K+], O, c1cnc2c(c1)CNc1ccccc1N2. Product: O=C(c1ccc(F)cc1Cl)N1Cc2cccnc2Nc2ccccc21. As a reaction SMILES: [C:16](=[O:17])([O-:18])[O-:19].[CH3:33][N:34]([CH3:35])[CH:36]=[O:37].[Cl:22][c:23]1[c:24]([C:25](=[O:26])[Cl:27])[cH:28][cH:29][c:30]([F:32])[cH:31]1.[K+:20].[K+:21].[OH2:38].[n:1]1[cH:2][cH:3][cH:4][c:5]2[c:6]1[NH:7][c:8]1[c:9]([cH:12][cH:13][cH:14][cH:15]1)[NH:10][CH2:11]2>>[n:1]1[cH:2][cH:3][cH:4][c:5]2[c:6]1[NH:7][c:8]1[c:9]([cH:12][cH:13][cH:14][cH:15]1)[N:10]([C:25]([c:24]1[c:23]([Cl:22])[cH:31][c:30]([F:32])[cH:29][cH:28]1)=[O:26])[CH2:11]2.